Dataset: the Open Reaction Database (ORD), a public repository of structured organic reaction records. Task: describe an organic reaction: reactants, conditions, products, and yield The reactants are C(C)(C)(C)OC(=O)N1CC=2C=C3O[C@H](C(NC3=CC2CC1C(=O)O)=O)C1=CC=C(C=C1)OCC1=CC(=C(C=C1)Cl)Cl ((S)-3-[4-(3,4-Dichloro-benzyloxy)-phenyl]-2-oxo-1,2,3,5,7,8-hexahydro-4-oxa-1,6-diaza-anthracene-6,7-dicarboxylic acid 6-tert-butyl ester), 1R-2S-5R (−)-menthol, C(CCl)Cl (EDC). Reagents/catalysts: CN(C)C=1C=CN=CC1 (DMAP). Run in C(Cl)Cl (DCM), C(Cl)Cl (DCM). Reaction conditions: time 6 hour. Yields the product C(C)(C)(C)OC(=O)N1CC=2C=C3O[C@H](C(NC3=CC2C[C@H]1C(=O)O)=O)C1=CC=C(C=C1)OCC1=CC(=C(C=C1)Cl)Cl ((3S,7S)-3-[4-(3,4-Dichloro-benzyloxy)-phenyl]-2-oxo-1,2,3,5,7,8-hexahydro-4-oxa-1,6-diaza-anthracene-6,7-dicarboxylic acid 6-tert-butyl ester), ester. Reaction SMILES: [C:1]([O:5][C:6]([N:8]1[CH:21]([C:22]([OH:24])=[O:23])[CH2:20][C:19]2[CH:18]=[C:17]3[C:12]([O:13][C@@H:14]([C:26]4[CH:31]=[CH:30][C:29]([O:32][CH2:33][C:34]5[CH:39]=[CH:38][C:37]([Cl:40])=[C:36]([Cl:41])[CH:35]=5)=[CH:28][CH:27]=4)[C:15](=[O:25])[NH:16]3)=[CH:11][C:10]=2[CH2:9]1)=[O:7])([CH3:4])([CH3:3])[CH3:2].C(Cl)CCl>C(Cl)Cl.CN(C1C=CN=CC=1)C>[C:1]([O:5][C:6]([N:8]1[C@H:21]([C:22]([OH:24])=[O:23])[CH2:20][C:19]2[CH:18]=[C:17]3[C:12]([O:13][C@@H:14]([C:26]4[CH:31]=[CH:30][C:29]([O:32][CH2:33][C:34]5[CH:39]=[CH:38][C:37]([Cl:40])=[C:36]([Cl:41])[CH:35]=5)=[CH:28][CH:27]=4)[C:15](=[O:25])[NH:16]3)=[CH:11][C:10]=2[CH2:9]1)=[O:7])([CH3:4])([CH3:2])[CH3:3]. Procedure: (S)-3-[4-(3,4-Dichloro-benzyloxy)-phenyl]-2-oxo-1,2,3,5,7,8-hexahydro-4-oxa-1,6-diaza-anthracene-6,7-dicarboxylic acid 6-tert-butyl ester (8.0 g, 13.3 mmol) was suspended in 30 mL DCM and 1R-2S-5R (−)-menthol (26.6 mmol), EDC (26.6 mmol) and DMAP (cat.) added. The mixture was stirred at r.t. for 6 h and the mixture was diluted with DCM. The organic layer was washed with water and brine, dried over sodium sulfate and concentrated. The residue purified over silica with hexanes-EtOAc gradient (0% E...